This data is from the Open Reaction Database (ORD), a public repository of structured organic reaction records. The task is: describe an organic reaction: reactants, conditions, products, and yield Reactants: C(C)(C)N(CC)C(C)C (Diisopropylethylamine), C(C)(C)C1=C2C(NS(=O)(=O)C2=C(C(=C1)OC)OC)=O (4-isopropyl-6,7-dimethoxysaccharin), C1(=CC=CC=C1)SCCl (chloromethyl phenyl sulfide). The solvent is C(C)(=O)OCC (ethyl acetate), CN(C=O)C (dimethylformamide). Reaction conditions: temperature 80 celsius. The product is C1(=CC=CC=C1)SCN1S(=O)(=O)C2=C(C(=CC(=C2C1=O)C(C)C)OC)OC (2-phenylthiomethyl-4-isopropyl-6,7-dimethoxysaccharin). Yield: 49.0%. As a reaction SMILES: C(N(C(C)C)CC)(C)C.[CH:10]([C:13]1[CH:23]=[C:22]([O:24][CH3:25])[C:21]([O:26][CH3:27])=[C:20]2[C:14]=1[C:15](=[O:28])[NH:16][S:17]2(=[O:19])=[O:18])([CH3:12])[CH3:11].[C:29]1([S:35][CH2:36]Cl)[CH:34]=[CH:33][CH:32]=[CH:31][CH:30]=1>CN(C)C=O.C(OCC)(=O)C>[C:29]1([S:35][CH2:36][N:16]2[C:15](=[O:28])[C:14]3[C:20](=[C:21]([O:26][CH3:27])[C:22]([O:24][CH3:25])=[CH:23][C:13]=3[CH:10]([CH3:12])[CH3:11])[S:17]2(=[O:18])=[O:19])[CH:34]=[CH:33][CH:32]=[CH:31][CH:30]=1. Procedure details: Diisopropylethylamine (0.5 mL) was added to a solution of 4-isopropyl-6,7-dimethoxysaccharin (0.5 g) in dimethylformamide (3 mL). After 15 minutes chloromethyl phenyl sulfide (0.35 g) was added. The mixture was heated at 80° C. for 16 hours, diluted with ethyl acetate, washed with aqueous sodium carbonate solution, hydrochloric acid (3N) and saturated aqueous sodium chloride solution, dried over sodium sulfate, and stripped of solvents. Purification of the residue by flash chromatography on sili... Starting materials: C(C1=CC=CC=C1)(=O)C1=CC=C(C(=O)Cl)C=C1 (para-benzoylbenzoic acid chloride), CN(CCO)C (2-dimethylaminoethanol). Yields the product CN(CCOC(C1=CC=C(C=C1)C(C1=CC=CC=C1)=O)=O)C ((2-Dimethylaminoethyl)-p-benzoylbenzoate). Reaction SMILES: [C:1]([C:9]1[CH:17]=[CH:16][C:12]([C:13](Cl)=[O:14])=[CH:11][CH:10]=1)(=[O:8])[C:2]1[CH:7]=[CH:6][CH:5]=[CH:4][CH:3]=1.[CH3:18][N:19]([CH3:23])[CH2:20][CH2:21][OH:22]>>[CH3:18][N:19]([CH3:23])[CH2:20][CH2:21][O:22][C:13](=[O:14])[C:12]1[CH:11]=[CH:10][C:9]([C:1](=[O:8])[C:2]2[CH:7]=[CH:6][CH:5]=[CH:4][CH:3]=2)=[CH:17][CH:16]=1. Procedure details: (2-Dimethylaminoethyl)-p-benzoylbenzoate was prepared from para-benzoylbenzoic acid chloride and 2-dimethylaminoethanol. The structure of the product was confirmed by the presence of carbonyl absorption bands in the infrared spectrum at 1670 and 1725 cm-1. When added at 4% by weight loading to the test solution described in Example 3, a cure rate of 40 ft./min./lamp was observed. Reactants: BrBr, ClCCl, [Na+], [Na+], [Na+], O=C([O-])O, O=S([O-])([O-])=S, c1ccncc1, O=C1c2ccccc2C(=O)N1c1cnc2[nH]ccc2c1. The product is O=C1c2ccccc2C(=O)N1c1cnc2[nH]cc(Br)c2c1. RXN SMILES: [Br:1][Br:2].[Cl:41][CH2:42][Cl:43].[Na+:33].[Na+:34].[Na+:35].[O-:29][C:30]([OH:31])=[O:32].[O-:36][S:37]([O-:38])(=[S:39])=[O:40].[cH:23]1[cH:24][cH:25][n:26][cH:27][cH:28]1.[nH:3]1[cH:4][cH:5][c:6]2[c:7]1[n:8][cH:9][c:10]([N:12]1[C:13](=[O:22])[c:14]3[cH:15][cH:16][cH:17][cH:18][c:19]3[C:20]1=[O:21])[cH:11]2>>[Br:1][c:5]1[cH:4][nH:3][c:7]2[c:6]1[cH:11][c:10]([N:12]1[C:13](=[O:22])[c:14]3[cH:15][cH:16][cH:17][cH:18][c:19]3[C:20]1=[O:21])[cH:9][n:8]2. Reactants: C(C1=CC=CC=C1)OC=1C=CC(=C2C=CC(NC12)=O)[C@H](CN[C@@H](CC1=CC(=CC=C1)CO)C)O[Si](C)(C)C(C)(C)C (8-(benzyloxy)-5-((R)-1-(tert-butyldimethylsilyloxy)-2-((R)-1-(3-(hydroxymethyl)phenyl)propan-2-ylamino)ethyl)quinolin-2(1H)-one), [H][H] (hydrogen), [H][H] (hydrogen). Reagents/catalysts: [Pd] (palladium on carbon). The solvent is C(C)O (ethanol). Product: [Si](C)(C)(C(C)(C)C)O[C@@H](CN[C@@H](CC1=CC(=CC=C1)CO)C)C1=C2C=CC(NC2=C(C=C1)O)=O (5-((R)-1-(tert-Butyldimethylsilyloxy)-2-((R)-1-(3-(hydroxymethyl)phenyl)propan-2-ylamino)ethyl)-8-hydroxyquinolin-2(1H)-one). As a reaction SMILES: C([O:8][C:9]1[CH:10]=[CH:11][C:12]([C@@H:20]([O:34][Si:35]([C:38]([CH3:41])([CH3:40])[CH3:39])([CH3:37])[CH3:36])[CH2:21][NH:22][C@H:23]([CH3:33])[CH2:24][C:25]2[CH:30]=[CH:29][CH:28]=[C:27]([CH2:31][OH:32])[CH:26]=2)=[C:13]2[C:18]=1[NH:17][C:16](=[O:19])[CH:15]=[CH:14]2)C1C=CC=CC=1.[H][H]>[Pd].C(O)C>[Si:35]([O:34][C@H:20]([C:12]1[CH:11]=[CH:10][C:9]([OH:8])=[C:18]2[C:13]=1[CH:14]=[CH:15][C:16](=[O:19])[NH:17]2)[CH2:21][NH:22][C@H:23]([CH3:33])[CH2:24][C:25]1[CH:30]=[CH:29][CH:28]=[C:27]([CH2:31][OH:32])[CH:26]=1)([C:38]([CH3:41])([CH3:39])[CH3:40])([CH3:37])[CH3:36]. Reported procedure: A mixture of 8-(benzyloxy)-5-((R)-1-(tert-butyldimethylsilyloxy)-2-((R)-1-(3-(hydroxymethyl)phenyl)propan-2-ylamino)ethyl)quinolin-2(1H)-one (Example 276, step e) (0.52 g) and 10% palladium on carbon catalyst (0.102 g) in ethanol (36 mL) was hydrogenated at room temperature and at 5 bar pressure of hydrogen for 1.5 hours, then hydrogenated at room temperature and at 1 bar pressure of hydrogen overnight. The mixture was filtered through diatomaceous earth, washing the catalyst well with ethanol, ... Starting materials: O=C1CC(C(NC(=O)OCc2ccccc2)C(=O)O)C(=O)N1, C(=NC1CCCCC1)=NC1CCCCC1, C1CCOC1, OCc1ccccc1, c1ccncc1. Product: O=C1CC(C(NC(=O)OCc2ccccc2)C(=O)OCc2ccccc2)C(=O)N1. As a reaction SMILES: [CH2:1]([c:2]1[cH:3][cH:4][cH:5][cH:6][cH:7]1)[O:8][C:9](=[O:10])[NH:11][CH:12]([C:13](=[O:14])[OH:15])[CH:16]1[C:17](=[O:22])[NH:18][C:19](=[O:21])[CH2:20]1.[CH:37]1([N:38]=[C:39]=[N:40][CH:41]2[CH2:42][CH2:43][CH2:44][CH2:45][CH2:46]2)[CH2:47][CH2:48][CH2:49][CH2:50][CH2:51]1.[O:52]1[CH2:53][CH2:54][CH2:55][CH2:56]1.[OH:23][CH2:24][c:25]1[cH:26][cH:27][cH:28][cH:29][cH:30]1.[cH:31]1[cH:32][cH:33][n:34][cH:35][cH:36]1>>[CH2:1]([c:2]1[cH:3][cH:4][cH:5][cH:6][cH:7]1)[O:8][C:9](=[O:10])[NH:11][CH:12]([C:13]([O:14][CH2:24][c:25]1[cH:26][cH:27][cH:28][cH:29][cH:30]1)=[O:15])[CH:16]1[C:17](=[O:22])[NH:18][C:19](=[O:21])[CH2:20]1. Reaction SMILES: [N:1]12[CH2:8][CH2:7][CH:4]([CH2:5][CH2:6]1)[CH:3]([C:9]([O:11]C)=O)[CH2:2]2.O.[NH2:14][NH2:15]>O.C(=O)([O-])[O-].[K+].[K+]>[N:1]12[CH2:8][CH2:7][CH:4]([CH2:5][CH2:6]1)[CH:3]([C:9]([NH:14][NH2:15])=[O:11])[CH2:2]2 |f:1.2,4.5.6|. Isolated yield 100.0%. Reactants: N12CC(C(CC1)CC2)C(=O)OC ((±) Methyl 1-azabicyclo[2.2.2]octane-3-carboxylate), O.NN (hydrazine hydrate). Yields the product N12CC(C(CC1)CC2)C(=O)NN ((±) 1-Azabicyclo[2.2.2]octane-3-carboxylic acid hydrazide). Solvent: O (water), C([O-])([O-])=O.[K+].[K+] (potassium carbonate). Procedure: (±) Methyl 1-azabicyclo[2.2.2]octane-3-carboxylate* (0.36 g; 2.1 mmoles) and hydrazine hydrate (0.35 ml; 7.0 mmoles) were heated at 120° C. for 2 h. The reaction was diluted with water (10 ml), saturated with potassium carbonate and extracted into chloroform (3×15 ml). Combined organic extracts were dried (Na2SO4) and concentrated to give the title compound as a pale oil (0.36 g; 100%) which was used in the next stage without further purification. * The reactants are ClCC(=O)NCC(=O)O (N-chloroacetylglycine), C(C1=CC=CC=C1)(=S)O (thiobenzoic acid), Cl (hydrochloric acid), [OH-].[K+] (potassium hydroxide). Run in C(C)O (ethanol), C(C)O (ethanol). Product: C(C1=CC=CC=C1)(=O)SCC(=O)NCC(=O)O (N-(S-benzoylmercaptoacetyl)-glycine). Isolated yield 98.0%. As a reaction SMILES: Cl[CH2:2][C:3]([NH:5][CH2:6][C:7]([OH:9])=[O:8])=[O:4].[C:10]([OH:18])(=[S:17])[C:11]1[CH:16]=[CH:15][CH:14]=[CH:13][CH:12]=1.[OH-].[K+].Cl>C(O)C>[C:10]([S:17][CH2:2][C:3]([NH:5][CH2:6][C:7]([OH:9])=[O:8])=[O:4])(=[O:18])[C:11]1[CH:16]=[CH:15][CH:14]=[CH:13][CH:12]=1 |f:2.3|. Procedure details: To a stirring solution under argon at 0° C. of (1.50g, 10mmoles) N-chloroacetylglycine in (25 mL) ethanol was added (1.41 ml, 12 mmoles) thiobenzoic acid, followed by (7.0 mL, 3N, 21 mmoles) potassium hydroxide over 3 minutes. The reaction was allowed to heat to room temperature for 20 minutes followed by reflux under argon at 50° C. for 2 hours. The reaction was cooled to room temperature and acidified with (5 mL, 2N) hydrochloric acid. The ethanol was rotavapped off to leave N-(S-benzoylmercap...